This data is from the Open Reaction Database (ORD), a public repository of structured organic reaction records. The task is: describe an organic reaction: reactants, conditions, products, and yield Reaction SMILES: [CH3:27][C:28](=[O:29])[O:30][C:31](=[O:32])[CH3:33].[CH3:35][CH2:36][O:37][CH2:38][CH3:39].[ClH:34].[NH2:1][CH:2]([CH:3]([OH:4])[CH:5]1[CH2:6][O:7][CH:8]([O:12][CH2:13][C:14]([CH3:15])([CH3:16])[CH3:17])[CH:9]([CH3:11])[NH:10]1)[CH2:18][c:19]1[cH:20][c:21]([F:26])[cH:22][c:23]([F:25])[cH:24]1.[cH:40]1[cH:41][cH:42][cH:43][cH:44][cH:45]1>>[ClH:34].[NH:1]([CH:2]([CH:3]([OH:4])[CH:5]1[CH2:6][O:7][CH:8]([O:12][CH2:13][C:14]([CH3:15])([CH3:16])[CH3:17])[CH:9]([CH3:11])[NH:10]1)[CH2:18][c:19]1[cH:20][c:21]([F:26])[cH:22][c:23]([F:25])[cH:24]1)[C:28]([CH3:27])=[O:29]. Starting materials: CC(=O)OC(C)=O, CCOCC, Cl, CC1NC(C(O)C(N)Cc2cc(F)cc(F)c2)COC1OCC(C)(C)C, c1ccccc1. The product is Cl, CC(=O)NC(Cc1cc(F)cc(F)c1)C(O)C1COC(OCC(C)(C)C)C(C)N1. Conditions: temperature 0 celsius. The reactants are NC1=CC=C2C=NNC2=C1 (6-amino-1H-indazole), N1=CC=CC=C1 (pyridine), ClC(=O)OC1=CC=C(C=C1)[N+](=O)[O-] (p-nitrophenyl chloroformate). The solvent is O1CCCC1 (tetrahydrofuran). Product: N1N=CC2=CC=C(C=C12)NC(OC1=CC=C(C=C1)[N+](=O)[O-])=O (4-nitrophenyl N-(lH-indazol-6-yl)carbamate). Reported procedure: A mixture of 6-amino-1H-indazole (2.00 g) and pyridine (2.67 ml) in tetrahydrofuran was stirred at 0° C. and then p-nitrophenyl chloroformate (3.18 g) was added and stirred at the same temperature for 2 hours. The reaction mixture was evaporated and partitioned between ethyl acetate and water. The organic layer was washed with water and brine, dried over sodium sulfate, and evaporated in vacuo. The pale yellow powder was washed with isopropyl ether and diethyl ether, and vacuumed to afford 4-nit... Isolated yield 59.6%. RXN SMILES: [NH2:1][C:2]1[CH:10]=[C:9]2[C:5]([CH:6]=[N:7][NH:8]2)=[CH:4][CH:3]=1.N1C=CC=CC=1.Cl[C:18]([O:20][C:21]1[CH:26]=[CH:25][C:24]([N+:27]([O-:29])=[O:28])=[CH:23][CH:22]=1)=[O:19]>O1CCCC1>[NH:8]1[C:9]2[C:5](=[CH:4][CH:3]=[C:2]([NH:1][C:18](=[O:19])[O:20][C:21]3[CH:22]=[CH:23][C:24]([N+:27]([O-:29])=[O:28])=[CH:25][CH:26]=3)[CH:10]=2)[CH:6]=[N:7]1. Starting materials: N1CCOCC1 (Morpholine), ClS(=O)(=O)C=1C=CC(=C(C(=O)OC)C1)O (methyl 5-(chlorosulfonyl)-2-hydroxybenzoate). Solvent: ClCCl (dichloromethane). Run at temperature 25 celsius, time 2 hour. The product is OC1=C(C(=O)OC)C=C(C=C1)S(=O)(=O)N1CCOCC1 (Methyl 2-hydroxy-5-(4-morpholinylsulfonyl)benzoate). Reaction SMILES: [NH:1]1[CH2:6][CH2:5][O:4][CH2:3][CH2:2]1.Cl[S:8]([C:11]1[CH:12]=[CH:13][C:14]([OH:21])=[C:15]([CH:20]=1)[C:16]([O:18][CH3:19])=[O:17])(=[O:10])=[O:9]>ClCCl>[OH:21][C:14]1[CH:13]=[CH:12][C:11]([S:8]([N:1]2[CH2:6][CH2:5][O:4][CH2:3][CH2:2]2)(=[O:10])=[O:9])=[CH:20][C:15]=1[C:16]([O:18][CH3:19])=[O:17]. Reported procedure: Morpholine (174 mg, 2.00 mmol) was added dropwise to methyl 5-(chlorosulfonyl)-2-hydroxybenzoate (may be prepared as described in Description 63; 500 mg, 2.00 mmol) in dichloromethane (20 ml) at 25° C., and the mixture was allowed to stir at 25° C. for 2 h. The mixture was then concentrated in vacuo to yield the crude title compound. 350 mg. Reactants: BrCCOCCBr, Nc1cc(Br)c(N)c(C(F)(F)F)c1, O=C([O-])O, CN(C)C=O, CCN(C(C)C)C(C)C. Yields the product Nc1c(Br)cc(N2CCOCC2)cc1C(F)(F)F. Reaction SMILES: [Br:14][CH2:15][CH2:16][O:17][CH2:18][CH2:19][Br:20].[Br:1][c:2]1[c:3]([NH2:13])[c:4]([C:9]([F:10])([F:11])[F:12])[cH:5][c:6]([NH2:8])[cH:7]1.[C:30](=[O:31])([OH:32])[O-:33].[CH3:34][N:35]([CH3:36])[CH:37]=[O:38].[CH:21]([N:22]([CH2:23][CH3:24])[CH:25]([CH3:26])[CH3:27])([CH3:28])[CH3:29]>>[Br:1][c:2]1[c:3]([NH2:13])[c:4]([C:9]([F:10])([F:11])[F:12])[cH:5][c:6]([N:8]2[CH2:15][CH2:16][O:17][CH2:18][CH2:19]2)[cH:7]1. Starting materials: C(CC)(=O)Cl (propionyl chloride), OC1=CC2=C(C(C(O2)=CC2=CC=3OCOC3C=C2)=O)C=C1 (6-hydroxy-2-piperonylidene-3(2H)-benzofuranone), C(C)(=O)OCC (ethyl acetate). Run in N1=CC=CC=C1 (pyridine). Yields the product C(CC)(=O)OC1=CC2=C(C(C(O2)=CC2=CC=3OCOC3C=C2)=O)C=C1 (6-propionyloxy-2-piperonylidene-3(2H)-benzofuranone). Reaction SMILES: [OH:1][C:2]1[CH:21]=[CH:20][C:5]2[C:6](=[O:19])[C:7](=[CH:9][C:10]3[CH:18]=[CH:17][C:16]4[O:15][CH2:14][O:13][C:12]=4[CH:11]=3)[O:8][C:4]=2[CH:3]=1.[C:22](Cl)(=[O:25])[CH2:23][CH3:24].C(OCC)(=O)C>N1C=CC=CC=1>[C:22]([O:1][C:2]1[CH:21]=[CH:20][C:5]2[C:6](=[O:19])[C:7](=[CH:9][C:10]3[CH:18]=[CH:17][C:16]4[O:15][CH2:14][O:13][C:12]=4[CH:11]=3)[O:8][C:4]=2[CH:3]=1)(=[O:25])[CH2:23][CH3:24]. Procedure: After 6-hydroxy-2-piperonylidene-3(2H)-benzofuranone 0.5 g was dissolved in pyridine 5 ml, propionyl chloride 0.218 ml was added, and the mixture was refluxed for 1.5 hours. The reaction mixture was cooled to room temperature, ethyl acetate 50 ml was added, and the mixture was washed with 2N-hydrochloric acid 50 ml, a saturated sodium chloride solution 50 ml, saturated sodium bicarbonate solution 50 ml, and a saturated salt solution 50 ml. The ethyl acetate solution was dehydrated with anhydrous...